From a dataset of the Open Reaction Database (ORD), a public repository of structured organic reaction records. describe an organic reaction: reactants, conditions, products, and yield Reactants: IC1=C(C(=O)O)C=C(C=C1)[N+](=O)[O-] (2-iodo-5-nitrobenzoic acid), C(C(=O)Cl)(=O)Cl (oxalyl chloride). Solvent: C(Cl)Cl (DCM), CN(C)C=O (DMF). Conditions: temperature 30 celsius, time 30 minute. Product: IC1=C(C(=O)Cl)C=C(C=C1)[N+](=O)[O-] (2-Iodo-5-nitrobenzoyl chloride). As a reaction SMILES: [I:1][C:2]1[CH:10]=[CH:9][C:8]([N+:11]([O-:13])=[O:12])=[CH:7][C:3]=1[C:4](O)=[O:5].C(Cl)(=O)C([Cl:17])=O>C(Cl)Cl.CN(C=O)C>[I:1][C:2]1[CH:10]=[CH:9][C:8]([N+:11]([O-:13])=[O:12])=[CH:7][C:3]=1[C:4]([Cl:17])=[O:5]. Procedure details: 29.30 g (100 mmol) of 2-iodo-5-nitrobenzoic acid are suspended in a mixture of 200 ml of DCM and 1 ml of DMF as solvent. 19.04 g (150 mmol, 1.5 equivalents) of oxalyl chloride are slowly added dropwise at room temperature. The mixture is then stirred at room temperature for two hours and at 30° C. for 30 min. This is followed by evaporation in a rotary evaporator, and the resulting crude product is employed in the following stage. As a reaction SMILES: [C:26](=[O:27])([O-:28])[O-:29].[CH3:22][N:23]=[C:24]=[O:25].[K+:30].[K+:31].[O:32]1[CH2:33][CH2:34][CH2:35][CH2:36]1.[OH:1][c:2]1[cH:3][c:4]([CH:8]2[CH2:9][CH2:10][C:11](=[O:21])[N:12]2[CH2:13][CH2:14][N:15]2[CH2:16][CH2:17][O:18][CH2:19][CH2:20]2)[cH:5][cH:6][cH:7]1>>[O:1]([c:2]1[cH:3][c:4]([CH:8]2[CH2:9][CH2:10][C:11](=[O:21])[N:12]2[CH2:13][CH2:14][N:15]2[CH2:16][CH2:17][O:18][CH2:19][CH2:20]2)[cH:5][cH:6][cH:7]1)[C:24]([NH:23][CH3:22])=[O:25]. Starting materials: O=C([O-])[O-], CN=C=O, [K+], [K+], C1CCOC1, O=C1CCC(c2cccc(O)c2)N1CCN1CCOCC1. Product: CNC(=O)Oc1cccc(C2CCC(=O)N2CCN2CCOCC2)c1. Reactants: OC1=C(C=C(C#N)C=C1[N+](=O)[O-])C(=C)C (4-hydroxy-3-isopropenyl-5-nitrobenzonitrile). The reagents and catalysts are [Pd] (Pd/C). The solvent is C(C)(=O)OCC (ethyl acetate). Conditions: time 14 hour. Yields the product NC=1C=C(C#N)C=C(C1O)C(C)C (3-Amino-4-hydroxy-5-isopropylbenzonitrile). RXN SMILES: [OH:1][C:2]1[C:9]([N+:10]([O-])=O)=[CH:8][C:5]([C:6]#[N:7])=[CH:4][C:3]=1[C:13]([CH3:15])=[CH2:14]>C(OCC)(=O)C.[Pd]>[NH2:10][C:9]1[CH:8]=[C:5]([CH:4]=[C:3]([CH:13]([CH3:15])[CH3:14])[C:2]=1[OH:1])[C:6]#[N:7]. Procedure details: To a solution of 4-hydroxy-3-isopropenyl-5-nitrobenzonitrile (4.135 g, 20.25 mmol) in ethyl acetate (100 ml) was added 1.2 g of Pd/C. The resulting mixture was degassed and flushed with nitrogen, and then degassed and flushed with hydrogen using a double balloon. The reaction was stirred under hydrogen for 14 h, and then diluted with ethyl acetate, filtered through a pad of Celite and concentrated. The residue was purified by flash column chromatography using a Horizon Biotage, 65i Si column, el...